From a dataset of the Open Reaction Database (ORD), a public repository of structured organic reaction records. describe an organic reaction: reactants, conditions, products, and yield Starting materials: O=Cc1ccc(Br)s1, CC(=O)O[BH-](OC(C)=O)OC(C)=O, C1CCNC1, CC(=O)O, CN(C)C=O, ClCCl, [Na+]. Yields the product Brc1ccc(CN2CCCC2)s1. As a reaction SMILES: [Br:1][c:2]1[cH:3][cH:4][c:5]([CH:7]=[O:8])[s:6]1.[C:14]([O:15][BH-:16]([O:17][C:18](=[O:19])[CH3:20])[O:21][C:22](=[O:23])[CH3:24])(=[O:25])[CH3:26].[CH2:9]1[CH2:10][CH2:11][NH:12][CH2:13]1.[CH3:28][C:29](=[O:30])[OH:31].[CH3:35][N:36]([CH3:37])[CH:38]=[O:39].[Cl:32][CH2:33][Cl:34].[Na+:27]>>[Br:1][c:2]1[cH:3][cH:4][c:5]([CH2:7][N:12]2[CH2:11][CH2:10][CH2:9][CH2:13]2)[s:6]1. The reactants are CN(/C=C/C(=O)C1=NN(C=CC1=O)C1=CC=NC=C1)C (3-((E)-3-dimethylamino-acryloyl)-1-pyridin-4-yl-1H-pyridazin-4-one), ClC1=CC=CC(=N1)NN ((6-chloropyridin-2-yl)-hydrazine), C(C)(=O)O (Acetic acid). Run in CCO (EtOH). Product: ClC1=CC=CC(=N1)N1N=CC=C1C1=NN(C=CC1=O)C1=CC=NC=C1 (3-[2-(6-Chloro-pyridin-2-yl)-2H-pyrazol-3-yl]-1-pyridin-4-yl-1H-pyridazin-4-one). Yield: 11.6%. Reaction SMILES: C[N:2](C)/[CH:3]=[CH:4]/[C:5]([C:7]1[C:12](=[O:13])[CH:11]=[CH:10][N:9]([C:14]2[CH:19]=[CH:18][N:17]=[CH:16][CH:15]=2)[N:8]=1)=O.[Cl:21][C:22]1[N:27]=[C:26]([NH:28]N)[CH:25]=[CH:24][CH:23]=1.C(O)(=O)C>CCO>[Cl:21][C:22]1[N:27]=[C:26]([N:28]2[C:5]([C:7]3[C:12](=[O:13])[CH:11]=[CH:10][N:9]([C:14]4[CH:19]=[CH:18][N:17]=[CH:16][CH:15]=4)[N:8]=3)=[CH:4][CH:3]=[N:2]2)[CH:25]=[CH:24][CH:23]=1. Reported procedure: A solution of 3-((E)-3-dimethylamino-acryloyl)-1-pyridin-4-yl-1H-pyridazin-4-one (A-1; 0.075 g; 0.3 mmol) in EtOH (2 ml) was treated with (6-chloropyridin-2-yl)-hydrazine (0.048 g; 0.3 mmol) in a sealed tube and irradiated at 100° C. for 30 min. Acetic acid (0.5 ml) was added and the mixture again irradiated at 100° C. for 15 min. The solvent of the reaction mixture was removed and the crude product purified by preparative HPLC yielding 0.0122 g (12%) of the final product. MS: M=351.1 (M+H)− Starting materials: [Al+3], COc1ccc(Nc2ccc(OCc3ccccc3)cc2)c(C(=O)O)c1, [H-], [H-], [H-], [H-], [Li+], C1CCOC1, O. The product is COc1ccc(Nc2ccc(OCc3ccccc3)cc2)c(CO)c1. Reaction SMILES: [Al+3:2].[CH2:7]([c:8]1[cH:9][cH:10][cH:11][cH:12][cH:13]1)[O:14][c:15]1[cH:16][cH:17][c:18]([NH:21][c:22]2[c:23]([C:24](=[O:25])[OH:26])[cH:27][c:28]([O:31][CH3:32])[cH:29][cH:30]2)[cH:19][cH:20]1.[H-:1].[H-:4].[H-:5].[H-:6].[Li+:3].[O:34]1[CH2:35][CH2:36][CH2:37][CH2:38]1.[OH2:33]>>[CH2:7]([c:8]1[cH:9][cH:10][cH:11][cH:12][cH:13]1)[O:14][c:15]1[cH:16][cH:17][c:18]([NH:21][c:22]2[c:23]([CH2:24][OH:25])[cH:27][c:28]([O:31][CH3:32])[cH:29][cH:30]2)[cH:19][cH:20]1. The reactants are CC(C)=CC(C(C)(O)C)=O (2,5-dimethyl-hex-2-en-5-ol-4-one), CCC1C([C@H]2CC[C@H]3[C@@H](CCC4=CC(CC[C@H]34)=O)[C@@H]2C1)=CC=O (β-ethyl-17-(formylmethylene)-gon-4-en-3-one), C(=O)C=C1[C@]2(C)[C@@H](CC1)[C@@H]1CC=C3C[C@H](CC[C@]3(C)[C@H]1CC2)O (17-(formylmethylene)-androst-5-en-3 β -ol), C(=O)C=C1[C@]2(C)[C@@H](CC1)[C@@H]1CCC=3CC(CCC3[C@H]1CC2)=O (17-(formylmethylene)-estr-5(10)-en-3-one). The product is CC(C)=CC(CCC)=O (2-methyl-hept-2-en-4-one). RXN SMILES: [CH3:1][C:2](=[CH:4][C:5](=[O:10])[C:6]([CH3:9])(O)C)[CH3:3].[CH:11](C=C1CC[C@H]2[C@H]3[C@H](CC[C@]12C)[C@]1(C)C(C[C@@H](O)CC1)=CC3)=O.C(C=C1CC[C@H]2[C@H]3[C@H](CC[C@]12C)C1CCC(=O)CC=1CC3)=O.CCC1C[C@@H]2[C@H](CC[C@@H]3[C@@H]4C(=CC(=O)CC4)CC[C@H]32)C1=CC=O>>[CH3:3][C:2](=[CH:4][C:5](=[O:10])[CH2:6][CH2:9][CH3:11])[CH3:1]. Procedure: 2,5-dimethyl-hex-2-en-5-ol-4-one; 17-(formylmethylene)-androst-5-en-3 β -ol; 17-(formylmethylene)-estr-5(10)-en-3-one; 13 β-ethyl-17-(formylmethylene)-gon-4-en-3-one; and The reactants are [O-]Cl, Cl, [Na+], O=C(O)c1cc2ccccc2cc1O. Product: O=C(O)c1cc2ccccc2c(Cl)c1O. Reaction SMILES: [Cl:1][O-:2].[ClH:18].[Na+:3].[OH:4][c:5]1[cH:6][c:7]2[cH:8][cH:9][cH:10][cH:11][c:12]2[cH:13][c:14]1[C:15](=[O:16])[OH:17]>>[Cl:1][c:6]1[c:5]([OH:4])[c:14]([C:15](=[O:16])[OH:17])[cH:13][c:12]2[c:7]1[cH:8][cH:9][cH:10][cH:11]2. The reactants are BrCC=Cc1ccccc1, CC(=O)[O-], CC(=O)[O-], ClCCl, CCOC(=O)C=[N+]=[N-], [Rh+2]. As a reaction SMILES: [Br:1][CH2:2][CH:3]=[CH:4][c:5]1[cH:6][cH:7][cH:8][cH:9][cH:10]1.[C:22]([O-:23])(=[O:24])[CH3:25].[C:27]([O-:28])(=[O:29])[CH3:30].[Cl:19][CH2:20][Cl:21].[N+:11](=[N-:12])=[CH:13][C:14](=[O:15])[O:16][CH2:17][CH3:18].[Rh+2:26]>>[Br:1][CH2:2][CH:3]1[CH:4]([c:5]2[cH:6][cH:7][cH:8][cH:9][cH:10]2)[CH:13]1[C:14](=[O:15])[O:16][CH2:17][CH3:18]. Product: CCOC(=O)C1C(CBr)C1c1ccccc1.